Dataset: the Open Reaction Database (ORD), a public repository of structured organic reaction records. Task: describe an organic reaction: reactants, conditions, products, and yield The reactants are CI, OC1CN(C(c2ccccc2)c2ccccc2)C1, [H-], [Na+], CN(C)C=O. Yields the product COC1CN(C(c2ccccc2)c2ccccc2)C1. As a reaction SMILES: [CH3:21][I:22].[CH:1]([c:2]1[cH:3][cH:4][cH:5][cH:6][cH:7]1)([c:8]1[cH:9][cH:10][cH:11][cH:12][cH:13]1)[N:14]1[CH2:15][CH:16]([OH:18])[CH2:17]1.[H-:20].[Na+:19].[O:23]=[CH:24][N:25]([CH3:26])[CH3:27]>>[CH:1]([c:2]1[cH:3][cH:4][cH:5][cH:6][cH:7]1)([c:8]1[cH:9][cH:10][cH:11][cH:12][cH:13]1)[N:14]1[CH2:15][CH:16]([O:18][CH3:21])[CH2:17]1.